Dataset: the Open Reaction Database (ORD), a public repository of structured organic reaction records. Task: describe an organic reaction: reactants, conditions, products, and yield Reactants: C(C1=CC=CC=C1)(=O)C1=CC2=C(N(C(S2)=O)CCOC2=CC=C(C=C2)CC(C(=O)OC)OCC)C=C1 (Methyl 3-{4-[2-(6-benzoyl-2-oxo-1,3-benzothiazol-3(2H)-yl)ethoxy]phenyl}-2-ethoxypropanoate), Cl.CON (O-methyl-hydroxylamine hydrochloride), N1=CC=CC=C1 (pyridine). Solvent: CO (methanol). The product is C(C)OC(C(=O)OC)CC1=CC=C(C=C1)OCCN1C(SC2=C1C=CC(=C2)C(C2=CC=CC=C2)=NOC)=O (Methyl 2-ethoxy-3-{4-[2-(6-[(methoxyimino)(phenyl)methyl]-2-oxo-1,3-benzothiazol-3(2H)-yl)ethoxy]phenyl}propanoate). Reaction SMILES: [C:1]([C:9]1[CH:36]=[CH:35][C:12]2[N:13]([CH2:17][CH2:18][O:19][C:20]3[CH:25]=[CH:24][C:23]([CH2:26][CH:27]([O:32][CH2:33][CH3:34])[C:28]([O:30][CH3:31])=[O:29])=[CH:22][CH:21]=3)[C:14](=[O:16])[S:15][C:11]=2[CH:10]=1)(=O)[C:2]1[CH:7]=[CH:6][CH:5]=[CH:4][CH:3]=1.Cl.[CH3:38][O:39][NH2:40].N1C=CC=CC=1>CO>[CH2:33]([O:32][CH:27]([CH2:26][C:23]1[CH:24]=[CH:25][C:20]([O:19][CH2:18][CH2:17][N:13]2[C:12]3[CH:35]=[CH:36][C:9]([C:1](=[N:40][O:39][CH3:38])[C:2]4[CH:7]=[CH:6][CH:5]=[CH:4][CH:3]=4)=[CH:10][C:11]=3[S:15][C:14]2=[O:16])=[CH:21][CH:22]=1)[C:28]([O:30][CH3:31])=[O:29])[CH3:34] |f:1.2|. Reported procedure: To 30 ml of methanol add the compound obtained in Step C (0.00198 mol), O-methyl-hydroxylamine hydrochloride (0.00594 mol) and pyridine (0.00594 mol). Heat at reflux for 3 hours. Evaporate to dryness. Add 100 ml of hydrochloric acid (1N) and then extract with 50 ml of dichloromethane twice. The organic phase is dried over MgSO4 and then evaporated to yield the title compound. Reactants: C(C=C)C1=C2CCC(C2=CC=C1)=O (4-(2-propenyl)-1-indanone), C (charcoal). The reagents and catalysts are [Rh] (rhodium). Run in C(C)O (ethanol). The product is C(CC)C1=C2CCC(C2=CC=C1)=O (4-propyl-1-indanone). Yield: 94.6%. RXN SMILES: [CH2:1]([C:4]1[CH:12]=[CH:11][CH:10]=[C:9]2[C:5]=1[CH2:6][CH2:7][C:8]2=[O:13])[CH:2]=[CH2:3].C>C(O)C.[Rh]>[CH2:1]([C:4]1[CH:12]=[CH:11][CH:10]=[C:9]2[C:5]=1[CH2:6][CH2:7][C:8]2=[O:13])[CH2:2][CH3:3]. Procedure details: 1.63 g of 4-(2-propenyl)-1-indanone is dissolved in 300 ml of anhydrous ethanol and 400 mg of rhodium at 5% on active charcoal and hydrogenated at ambient temperature and ambient pressure for 3/4 hour. After filtering on celite, the filtrate is washed with ethanol and evaporated to dryness, and 1.56 g of expected product is obtained. Starting materials: Cn1c(=O)c2[nH]c(N3CCN(C(=O)OC(C)(C)C)CC3)nc2n(C)c1=O, CC(=O)[O-], CC(=O)[O-], O=Cc1ccccc1B(O)O, [Cu+2], C1CCOC1, c1ccncc1. Product: Cn1c(=O)c2c(nc(N3CCN(C(=O)OC(C)(C)C)CC3)n2-c2ccccc2C=O)n(C)c1=O. RXN SMILES: [C:1]([CH3:2])([CH3:3])([CH3:4])[O:5][C:6](=[O:7])[N:8]1[CH2:9][CH2:10][N:11]([c:14]2[n:15][c:16]3[n:17]([CH3:26])[c:18](=[O:25])[n:19]([CH3:24])[c:20](=[O:23])[c:21]3[nH:22]2)[CH2:12][CH2:13]1.[C:49]([O-:50])(=[O:51])[CH3:52].[C:54]([O-:55])(=[O:56])[CH3:57].[CH:27](=[O:28])[c:29]1[c:30]([B:35]([OH:36])[OH:37])[cH:31][cH:32][cH:33][cH:34]1.[Cu+2:53].[O:44]1[CH2:45][CH2:46][CH2:47][CH2:48]1.[cH:38]1[cH:39][cH:40][n:41][cH:42][cH:43]1>>[C:1]([CH3:2])([CH3:3])([CH3:4])[O:5][C:6](=[O:7])[N:8]1[CH2:9][CH2:10][N:11]([c:14]2[n:15][c:16]3[n:17]([CH3:26])[c:18](=[O:25])[n:19]([CH3:24])[c:20](=[O:23])[c:21]3[n:22]2-[c:30]2[c:29]([CH:27]=[O:28])[cH:34][cH:33][cH:32][cH:31]2)[CH2:12][CH2:13]1. Reactants: C([C@@H](O)C)(=O)OCC ((S)-(+)-ethyl lactate), ICCCC (1-iodobutane). Reagents/catalysts: [Ag]=O (Silver oxide). The solvent is CCOCC (ether). Run at time 3 day. Yields the product C(CCC)O[C@H](C(=O)OCC)C ((S)-ethyl 2-butoxypropionate). Yield: 44.0%. Reaction SMILES: [C:1]([O:6][CH2:7][CH3:8])(=[O:5])[C@H:2]([CH3:4])[OH:3].I[CH2:10][CH2:11][CH2:12][CH3:13]>[Ag]=O.CCOCC>[CH2:10]([O:3][C@@H:2]([CH3:4])[C:1]([O:6][CH2:7][CH3:8])=[O:5])[CH2:11][CH2:12][CH3:13]. Procedure: Silver oxide (77.5 g, 0.3 mol) was added to a mixture of (S)-(+)-ethyl lactate (49.4 g, 0.4 mol) with 1-iodobutane (100 g, 0.5 mol) over 2 hours, followed by allowing the mixture to stand at room temperature for 3 days, adding ether (30 ml) for dilution, filtering the resulting mixture, distilling off ether, washing the residue with 2N-NaOH aqueous solution, drying it over anhydrous MgSO4 and distilling under reduced pressure, to obtain (S)-ethyl 2-butoxypropionate (30.7 g, b.p. 64° C./7 mmHg), ... Reactants: N1=C(C=CC=C1)OCC(=O)OCC (ethyl 2-pyridyloxyacetate), CC(CCCCC)O (2-heptanol). Reagents/catalysts: CC([O-])C.CC([O-])C.CC([O-])C.CC([O-])C.[Ti+4] (titanium tetraisopropoxide). Conditions: temperature 120 celsius, time 4 hour. Product: N1=C(C=CC=C1)OCC(=O)OC(CCCCC)C ((1-methyl)hexyl 2-pyridyloxyacetate). The yield is 90.0%. RXN SMILES: [N:1]1[CH:6]=[CH:5][CH:4]=[CH:3][C:2]=1[O:7][CH2:8][C:9](OCC)=[O:10].[CH3:14][CH:15]([OH:21])[CH2:16][CH2:17][CH2:18][CH2:19][CH3:20]>CC(C)[O-].CC(C)[O-].CC(C)[O-].CC(C)[O-].[Ti+4]>[N:1]1[CH:6]=[CH:5][CH:4]=[CH:3][C:2]=1[O:7][CH2:8][C:9]([O:21][CH:15]([CH3:14])[CH2:16][CH2:17][CH2:18][CH2:19][CH3:20])=[O:10] |f:2.3.4.5.6|. Reported procedure: 5.0 g (28 mmol) of ethyl 2-pyridyloxyacetate were suspended in 100 ml of 2-heptanol, 1 ml of titanium tetraisopropoxide were added, and the mixture was stirred for 4 hours at 120° C. The excess 2-heptanol was subsequently distilled off under an oil pump vacuum, and the residue was purified by column chromatography. 6.2 g (90% of theory) of (1-methyl)hexyl 2-pyridyloxyacetate were obtained as a colorless oil. As a reaction SMILES: C(O)(C(F)(F)F)=O.[S:8]1[C:12]2[CH:13]=[CH:14][CH:15]=[CH:16][C:11]=2[N:10]=[C:9]1[NH:17][C:18]([C:20]1[CH:21]=[CH:22][CH:23]=[C:24]2[C:29]=1[CH2:28][N:27]([C:30]1[S:31][C:32]([CH2:38][CH2:39][CH2:40][O:41][C:42]3[CH:47]=[CH:46][C:45](C4C(C#N)=CSC=4)=[CH:44][CH:43]=3)=[C:33]([C:35]([OH:37])=[O:36])[N:34]=1)[CH2:26][CH2:25]2)=[O:19].[N:55]1([CH2:60][CH2:61][O:62]C2C=CC(O)=CC=2)[CH2:59][CH2:58][CH2:57][CH2:56]1>>[S:8]1[C:12]2[CH:13]=[CH:14][CH:15]=[CH:16][C:11]=2[N:10]=[C:9]1[NH:17][C:18]([C:20]1[CH:21]=[CH:22][CH:23]=[C:24]2[C:29]=1[CH2:28][N:27]([C:30]1[S:31][C:32]([CH2:38][CH2:39][CH2:40][O:41][C:42]3[CH:47]=[CH:46][C:45]([O:62][CH2:61][CH2:60][N:55]4[CH2:59][CH2:58][CH2:57][CH2:56]4)=[CH:44][CH:43]=3)=[C:33]([C:35]([OH:37])=[O:36])[N:34]=1)[CH2:26][CH2:25]2)=[O:19]. The reactants are C(=O)(C(F)(F)F)O (TFA), S1C(=NC2=C1C=CC=C2)NC(=O)C=2C=CC=C1CCN(CC21)C=2SC(=C(N2)C(=O)O)CCCOC2=CC=C(C=C2)C2=CSC=C2C#N (2-[8-(Benzothiazol-2-ylcarbamoyl)-3,4-dihydro-1H-isoquinolin-2-yl]-5-{3-[4-(4-cyano-thiophen-3-yl)-phenoxy]-propyl}-thiazole-4-carboxylic acid), N1(CCCC1)CCOC1=CC=C(C=C1)O (4-(2-(pyrrolidin-1-yl)ethoxy)phenol). Procedure: The title compound 114 was prepared as a TFA salt in a similar manner to the synthesis of compound 51 by substituting compound 51A with compound 106B: 1H NMR (DMSO-d6): δ 12.90 (s, 1H), 9.75 (s, 1H), 8.04 (d, J=7.93 Hz, 1H), 7.80 (d, J=7.93 Hz, 1H), 7.68 (d, J=7.32 Hz, 2H), 7.35-7.50 (m, 4H), 6.86-6.93 (m, 4H), 4.83 (s, 2H), 4.19-4.21 (m, 2H), 3.92 (d, J=6.26 Hz, 2H), 3.72 (d, J=5.95 Hz, 1H), 3.55 (br, 4H), 3.10-3.18 (m, 4H), 3.03 (t, J=5.8 Hz, 2H), 1.85-2.02 (m, 6H). ESI (+)/MS: 684 (M+H)+. The product is S1C(=NC2=C1C=CC=C2)NC(=O)C=2C=CC=C1CCN(CC21)C=2SC(=C(N2)C(=O)O)CCCOC2=CC=C(C=C2)OCCN2CCCC2 (2-(8-(benzo[d]thiazol-2-ylcarbamoyl)-3,4-dihydroisoquinolin-2(1H)-yl)-5-(3-(4-(2-(pyrrolidin-1-yl)ethoxy)phenoxy)propyl)thiazole-4-carboxylic acid). The reactants are Cl, Cl, Cl, O=C(O)CCC(F)(F)F, NC1CCC(CCN2CCN(c3nccc4c3OCC4)CC2)CC1. Yields the product O=C(CCC(F)(F)F)NC1CCC(CCN2CCN(c3nccc4c3OCC4)CC2)CC1. Reaction SMILES: [ClH:1].[ClH:2].[ClH:3].[F:28][C:29]([CH2:30][CH2:31][C:32](=[O:33])[OH:34])([F:35])[F:36].[O:4]1[CH2:5][CH2:6][c:7]2[c:8]1[c:9]([N:13]1[CH2:14][CH2:15][N:16]([CH2:19][CH2:20][CH:21]3[CH2:22][CH2:23][CH:24]([NH2:27])[CH2:25][CH2:26]3)[CH2:17][CH2:18]1)[n:10][cH:11][cH:12]2>>[O:4]1[CH2:5][CH2:6][c:7]2[c:8]1[c:9]([N:13]1[CH2:14][CH2:15][N:16]([CH2:19][CH2:20][CH:21]3[CH2:22][CH2:23][CH:24]([NH:27][C:32]([CH2:31][CH2:30][C:29]([F:28])([F:35])[F:36])=[O:33])[CH2:25][CH2:26]3)[CH2:17][CH2:18]1)[n:10][cH:11][cH:12]2. Starting materials: C(C)O, P(O)(O)(O)=O, c12c(cccc1)cncc2. The reagents and catalysts are c1ccc(cc1)-c2c3ccccc3cc4ccccc24 (9-Phenylanthracene), CCOC(=O)C(C)S   (Et2MercapCOOEt), (Ir[dF(5CF3)ppy]2(dtbpy))PF6. Run in CS(=O)C (DMSO). Reaction conditions: temperature 25 celsius, time 18 hour. The product is CCc1nccc2ccccc12. RXN SMILES: OP(O)(O)=O.[CH3:1][CH2:2]O.[cH:3]1[cH:12][c:11]([c:6]2[cH:5][cH:4]1)[cH:10][cH:9][n:8][cH:7]2>>[CH3:1][CH2:2][c:7]1[c:6]([c:11]2[cH:10][cH:9][n:8]1)[cH:5][cH:4][cH:3][cH:12]2. The reactants are ClCCCCBr, O=C([O-])[O-], [Cs+], [Cs+], CN(C)C=O, COc1cc2c(Nc3cccc(CO)c3C)c(C(N)=O)cnc2cc1O. The product is COc1cc2c(Nc3cccc(CO)c3C)c(C(N)=O)cnc2cc1OCCCCl. Reaction SMILES: [Br:27][CH2:28][CH2:29][CH2:30][CH2:31][Cl:32].[C:33](=[O:34])([O-:35])[O-:36].[Cs+:37].[Cs+:38].[O:39]=[CH:40][N:41]([CH3:42])[CH3:43].[OH:1][c:2]1[c:3]([O:25][CH3:26])[cH:4][c:5]2[c:6]([NH:15][c:16]3[c:17]([CH3:24])[c:18]([CH2:22][OH:23])[cH:19][cH:20][cH:21]3)[c:7]([C:12](=[O:13])[NH2:14])[cH:8][n:9][c:10]2[cH:11]1>>[O:1]([c:2]1[c:3]([O:25][CH3:26])[cH:4][c:5]2[c:6]([NH:15][c:16]3[c:17]([CH3:24])[c:18]([CH2:22][OH:23])[cH:19][cH:20][cH:21]3)[c:7]([C:12](=[O:13])[NH2:14])[cH:8][n:9][c:10]2[cH:11]1)[CH2:29][CH2:30][CH2:31][Cl:32].